This data is from the Open Reaction Database (ORD), a public repository of structured organic reaction records. The task is: describe an organic reaction: reactants, conditions, products, and yield Starting materials: ClC(SC=1C=NN(C1N)CC1=CC=C(C=C1)OC)(F)Cl (4-{[dichlorofluoromethyl]thio}-1-(4-methoxybenzyl)-1H-pyrazole-5-amine), O1CCCC1 (tetrahydrofuran), N(=O)OC(C)(C)C (t-butyl nitrite). The solvent is O (water). Product: ClC(SC=1C=NN(C1)CC1=CC=C(C=C1)OC)(F)Cl (4-{[dichlorofluoromethyl]thio}-1-(4-methoxybenzyl)-1H-pyrazole). The yield is 94.6%. As a reaction SMILES: [Cl:1][C:2]([Cl:20])([F:19])[S:3][C:4]1[CH:5]=[N:6][N:7]([CH2:10][C:11]2[CH:16]=[CH:15][C:14]([O:17][CH3:18])=[CH:13][CH:12]=2)[C:8]=1N.O1CCCC1.N(OC(C)(C)C)=O>O>[Cl:20][C:2]([Cl:1])([F:19])[S:3][C:4]1[CH:5]=[N:6][N:7]([CH2:10][C:11]2[CH:12]=[CH:13][C:14]([O:17][CH3:18])=[CH:15][CH:16]=2)[CH:8]=1. Procedure: 1.04 g of 4-{[dichlorofluoromethyl]thio}-1-(4-methoxybenzyl)-1H-pyrazole-5-amine was dissolved to 20 ml of tetrahydrofuran. 1.55 g of t-butyl nitrite was added to the solution, followed by refluxed for 3 hours. After the reaction mixture was cooled to room temperature, water was added to the reaction mixture, and extracted with diethyl ether. The organic layer was washed with water, dried over sodium sulfate, and filtered. The filtrate was concentrated under reduced pressure. The residue was sub... The reactants are COc1ncccc1[N+](=O)[O-], CC(C)(C)[O-], CS(C)=O, CCOP(=O)(CCl)OCC, [K+]. The product is CCOP(=O)(Cc1ccc([N+](=O)[O-])c(OC)n1)OCC. RXN SMILES: [CH3:1][O:2][c:3]1[n:4][cH:5][cH:6][cH:7][c:8]1[N+:9](=[O:10])[O-:11].[CH3:22][C:23]([CH3:24])([O-:25])[CH3:26].[CH3:28][S:29]([CH3:30])=[O:31].[Cl:12][CH2:13][P:14]([O:15][CH2:16][CH3:17])([O:18][CH2:19][CH3:20])=[O:21].[K+:27]>>[CH3:1][O:2][c:3]1[n:4][c:5]([CH2:13][P:14]([O:15][CH2:16][CH3:17])([O:18][CH2:19][CH3:20])=[O:21])[cH:6][cH:7][c:8]1[N+:9](=[O:10])[O-:11]. Reactants: Cl, O=N[O-], NN, Nc1ccc2[nH]c(=O)cc(Cl)c2c1, [Na+], O. Yields the product NNc1ccc2[nH]c(=O)cc(Cl)c2c1. RXN SMILES: [ClH:20].[N:14]([O-:15])=[O:16].[NH2:18][NH2:19].[NH2:1][c:2]1[cH:3][c:4]2[c:5]([Cl:13])[cH:6][c:7](=[O:12])[nH:8][c:9]2[cH:10][cH:11]1.[Na+:17].[OH2:21]>>[NH:1]([c:2]1[cH:3][c:4]2[c:5]([Cl:13])[cH:6][c:7](=[O:12])[nH:8][c:9]2[cH:10][cH:11]1)[NH2:14]. The reactants are C(C)C=1C(NC(NC1OC1=CC(=CC(=C1)C)C)=O)=O (5-Ethyl-6-(3,5-dimethylphenoxy)-2,4-pyrimidinedione), C1(=CC=C(C=C1)S(=O)(=O)OCC1CCCCC1)C ((cyclohexyl)methyl para-toluenesulfonate). Product: C1(CCCCC1)CN1C(NC(C(=C1OC1=CC(=CC(=C1)C)C)CC)=O)=O (1-(Cyclohexyl)methyl-5-ethyl-6-(3,5-dimethylphenoxy)-2,4-pyrimidinedione). The yield is 51.9%. As a reaction SMILES: [CH2:1]([C:3]1[C:4](=[O:19])[NH:5][C:6](=[O:18])[NH:7][C:8]=1[O:9][C:10]1[CH:15]=[C:14]([CH3:16])[CH:13]=[C:12]([CH3:17])[CH:11]=1)[CH3:2].[C:20]1([CH3:37])[CH:25]=[CH:24][C:23](S(OCC2CCCCC2)(=O)=O)=[CH:22][CH:21]=1>>[CH:20]1([CH2:37][N:7]2[C:8]([O:9][C:10]3[CH:11]=[C:12]([CH3:17])[CH:13]=[C:14]([CH3:16])[CH:15]=3)=[C:3]([CH2:1][CH3:2])[C:4](=[O:19])[NH:5][C:6]2=[O:18])[CH2:25][CH2:24][CH2:23][CH2:22][CH2:21]1. Procedure details: 5-Ethyl-6-(3,5-dimethylphenoxy)-2,4-pyrimidinedione and (cyclohexyl)methyl para-toluenesulfonate were reacted by the same way with the example 1 to obtain the titled compound (185 mg, yield: 51.9%).